Task: describe an organic reaction: reactants, conditions, products, and yield. Dataset: the Open Reaction Database (ORD), a public repository of structured organic reaction records The reactants are CCOC(=O)COc1ccc(Sc2cc(C#CCN3CCOCC3)cc(OCC(C)C)c2)cc1C, CCO, Cl, [Na+], [OH-]. As a reaction SMILES: [CH2:1]([CH3:2])[O:3][C:4]([CH2:5][O:6][c:7]1[c:8]([CH3:34])[cH:9][c:10]([S:13][c:14]2[cH:15][c:16]([O:29][CH2:30][CH:31]([CH3:32])[CH3:33])[cH:17][c:18]([C:20]#[C:21][CH2:22][N:23]3[CH2:24][CH2:25][O:26][CH2:27][CH2:28]3)[cH:19]2)[cH:11][cH:12]1)=[O:35].[CH3:39][CH2:40][OH:41].[ClH:38].[Na+:37].[OH-:36]>>[O:3]=[C:4]([CH2:5][O:6][c:7]1[c:8]([CH3:34])[cH:9][c:10]([S:13][c:14]2[cH:15][c:16]([O:29][CH2:30][CH:31]([CH3:32])[CH3:33])[cH:17][c:18]([C:20]#[C:21][CH2:22][N:23]3[CH2:24][CH2:25][O:26][CH2:27][CH2:28]3)[cH:19]2)[cH:11][cH:12]1)[OH:35]. Product: Cc1cc(Sc2cc(C#CCN3CCOCC3)cc(OCC(C)C)c2)ccc1OCC(=O)O. RXN SMILES: [Br-:28].[CH3:21][c:22]1[cH:23][cH:24][cH:25][cH:26][cH:27]1.[CH3:29][CH2:30][CH2:31][CH2:32][N+:33]([CH2:34][CH2:35][CH2:36][CH3:37])([CH2:38][CH2:39][CH2:40][CH3:41])[CH2:42][CH2:43][CH2:44][CH3:45].[S:1]([O:2][CH:6]1[CH:7]([O:16][S:3]([CH3:4])(=[O:5])=[O:17])[CH2:8][CH2:9][c:10]2[cH:11][cH:12][cH:13][cH:14][c:15]21)([CH3:18])(=[O:19])=[O:20]>>[CH:6]12[CH:7]([CH2:8][CH2:9][c:10]3[cH:11][cH:12][cH:13][cH:14][c:15]31)[O:16]2. The reactants are [Br-], Cc1ccccc1, CCCC[N+](CCCC)(CCCC)CCCC, CS(=O)(=O)OC1CCc2ccccc2C1OS(C)(=O)=O. Product: c1ccc2c(c1)CCC1OC21. Starting materials: Cl.Cl.CN1CCN(CC1)C1=C2C=CNC2=CC=C1 (4-(4-methyl-piperazin-1-yl)-1H-indole dihydrochloride), FC1=CC=C(C=C1)S(=O)(=O)Cl (4-fluorobenzenesulfonyl chloride). The reagents and catalysts are S(=O)(=O)(O)[O-].C(CCC)[N+](CCCC)(CCCC)CCCC (tetrabutylammonium hydrogen sulfate). Solvent: [OH-].[Na+] (sodium hydroxide), C1(=CC=CC=C1)C (toluene), O (water). Run at time 24 hour. Yields the product FC1=CC=C(C=C1)S(=O)(=O)N1C=CC2=C(C=CC=C12)N1CCN(CC1)C (1-(4-fluoro-benzenesulfonyl)-4-(4-methyl-piperazin-1-yl)-1H-indole). Yield: 70.5%. Reaction SMILES: Cl.Cl.[CH3:3][N:4]1[CH2:9][CH2:8][N:7]([C:10]2[CH:18]=[CH:17][CH:16]=[C:15]3[C:11]=2[CH:12]=[CH:13][NH:14]3)[CH2:6][CH2:5]1.[F:19][C:20]1[CH:25]=[CH:24][C:23]([S:26](Cl)(=[O:28])=[O:27])=[CH:22][CH:21]=1>S([O-])(O)(=O)=O.C([N+](CCCC)(CCCC)CCCC)CCC.[OH-].[Na+].C1(C)C=CC=CC=1.O>[F:19][C:20]1[CH:25]=[CH:24][C:23]([S:26]([N:14]2[C:15]3[C:11](=[C:10]([N:7]4[CH2:6][CH2:5][N:4]([CH3:3])[CH2:9][CH2:8]4)[CH:18]=[CH:17][CH:16]=3)[CH:12]=[CH:13]2)(=[O:28])=[O:27])=[CH:22][CH:21]=1 |f:0.1.2,4.5,6.7|. Reported procedure: A mixture of 0.2 g (0.79 mmole) 4-(4-methyl-piperazin-1-yl)-1H-indole dihydrochloride, 0.2 g (1.03 mmole) 4-fluorobenzenesulfonyl chloride and 0.025 g tetrabutylammonium hydrogen sulfate in 5 mL 4M sodium hydroxide and 15 mL toluene was stirred at room temperature for 24 hrs. The mixture was diluted with 10 mL water and extracted with 25 mL ethyl acetate. The organic phase was washed with 5 mL water, 5 mL saturated sodium chloride, dried (magnesium sulfate) and concentrated under reduced pressur... The reactants are ClC1=C(C(=CC=C1)Cl)N1C(N(C2=NC(=NC=C2C1)SC)C1=CC(=CC=C1)CCCl)=O (3-(2,6-dichlorophenyl)-7-methylthio-3,4-dihydro-1-(3-(2-chloroethyl)phenyl)pyrimido[4,5-d]pyrimidin-2(1H)-one), [K].C1(C=2C(C(N1)=O)=CC=CC2)=O (phthalimide potassium salt). Solvent: CN(C=O)C (dimethylformamide). Reaction conditions: temperature 80 celsius. Yields the product ClC1=C(C(=CC=C1)Cl)N1C(N(C2=NC(=NC=C2C1)SC)C1=CC(=CC=C1)CCN1C(C=2C(C1=O)=CC=CC2)=O)=O (3-(2,6-dichlorophenyl)-7-methylthio-3,4-dihydro-1-[3-(2-phthalimidoethyl)phenyl]pyrimido[4,5-d]pyrimidin-2(1H)-one). The yield is 66.2%. As a reaction SMILES: [Cl:1][C:2]1[CH:7]=[CH:6][CH:5]=[C:4]([Cl:8])[C:3]=1[N:9]1[CH2:18][C:17]2[C:12](=[N:13][C:14]([S:19][CH3:20])=[N:15][CH:16]=2)[N:11]([C:21]2[CH:26]=[CH:25][CH:24]=[C:23]([CH2:27][CH2:28]Cl)[CH:22]=2)[C:10]1=[O:30].[K].[C:32]1(=[O:42])[NH:36][C:35](=[O:37])[C:34]2=[CH:38][CH:39]=[CH:40][CH:41]=[C:33]12>CN(C)C=O>[Cl:8][C:4]1[CH:5]=[CH:6][CH:7]=[C:2]([Cl:1])[C:3]=1[N:9]1[CH2:18][C:17]2[C:12](=[N:13][C:14]([S:19][CH3:20])=[N:15][CH:16]=2)[N:11]([C:21]2[CH:26]=[CH:28][CH:27]=[C:23]([CH2:24][CH2:25][N:36]3[C:35](=[O:37])[C:34]4=[CH:38][CH:39]=[CH:40][CH:41]=[C:33]4[C:32]3=[O:42])[CH:22]=2)[C:10]1=[O:30] |f:1.2,^1:30|. Reported procedure: A solution of 0.5 g (1.1 mmol) of 3-(2,6-dichlorophenyl)-7-methylthio-3,4-dihydro-1-(3-(2-chloroethyl)phenyl)pyrimido[4,5-d]pyrimidin-2(1H)-one in 30 ml of dimethylformamide was treated with 0.2 g (1.1 mmol) of phthalimide potassium salt and the mixture was heated at 80° C. for 2 hours. The cooled mixture was evaporated and partitioned between 40 ml of dichloromethane and 40 ml of water. The organic phase was dried over magnesium sulfate, filtered and evaporated. The residue was subjected to col... The yield is 53.3%. Procedure details: To a slurry of chloral hydrate (1.39 g, 8.4 mmol) and sodium sulfate (6.91 g, 48.7 mmol) in water (23.1 mL) was added benzo[d][1,3]dioxol-4-amine (1.0 g, 7.3 mmol), hydroxylamine sulfate (6.24 g, 38 mmol) and diluted hydrochloric acid (1.2 N, 7.7 mL). After stirring at 60° C. for 1.5 hours, the reaction mixture was kept at 25° C. overnight. The brown solid was collected by filtration and washed with water. After drying under vacuum, the solid was taken up in methane sulfonic acid and the solutio... Conditions: temperature 60 celsius, time 1.5 hour. RXN SMILES: ClC(Cl)(Cl)[CH:3](O)[OH:4].S([O-])([O-])(=O)=O.[Na+].[Na+].[O:15]1[C:19]2[CH:20]=[CH:21][CH:22]=[C:23]([NH2:24])[C:18]=2[O:17][CH2:16]1.S(O)(O)(=O)=O.NO.Cl>O>[O:17]1[C:18]2[C:23]3[NH:24][C:3](=[O:4])[C:22]=3[CH:21]=[CH:20][C:19]=2[O:15][CH2:16]1 |f:1.2.3,5.6|. Run in O (water). The product is O1COC=2C=CC3=C(NC3=O)C21 ([1,3]dioxolo[4′,5′:5,6]benzo[1,2-b]azet-6(7H)-one). Starting materials: ClC(C(O)O)(Cl)Cl (chloral hydrate), S(=O)(=O)([O-])[O-].[Na+].[Na+] (sodium sulfate), O1COC2=C1C=CC=C2N (benzo[d][1,3]dioxol-4-amine), S(=O)(=O)(O)O.NO (hydroxylamine sulfate), Cl (hydrochloric acid). Reactants: BrC1=NC2=C(C(=NC(=C2)Cl)OC(C)C2CCC2)N1C[C@@H]1CC[C@H](CC1)C (2-bromo-6-chloro-4-(1-cyclobutylethoxy)-3-((trans-4-methylcyclohexyl)methyl)-3H-imidazo[4,5-c]pyridine), C1(=CC=CC=C1)[C@H]1NCCOC1 ((R)-3-phenylmorpholine), [F-].[Cs+] (cesium fluoride). Run in CS(=O)C (DMSO), O (water). Reaction conditions: temperature 125 celsius. The product is ClC1=CC2=C(C(=N1)OC(C)C1CCC1)N(C(=N2)N2[C@@H](COCC2)C2=CC=CC=C2)C[C@@H]2CC[C@H](CC2)C ((3R)-4-(6-chloro-4-(1-cyclobutylethoxy)-3-((trans-4-methylcyclohexyl)methyl)-3H-imidazo[4,5-c]pyridin-2-yl)-3-phenylmorpholine). Reaction SMILES: Br[C:2]1[N:18]([CH2:19][C@H:20]2[CH2:25][CH2:24][C@H:23]([CH3:26])[CH2:22][CH2:21]2)[C:5]2[C:6]([O:11][CH:12]([CH:14]3[CH2:17][CH2:16][CH2:15]3)[CH3:13])=[N:7][C:8]([Cl:10])=[CH:9][C:4]=2[N:3]=1.[C:27]1([C@@H:33]2[CH2:38][O:37][CH2:36][CH2:35][NH:34]2)[CH:32]=[CH:31][CH:30]=[CH:29][CH:28]=1.[F-].[Cs+]>CS(C)=O.O>[Cl:10][C:8]1[N:7]=[C:6]([O:11][CH:12]([CH:14]2[CH2:17][CH2:16][CH2:15]2)[CH3:13])[C:5]2[N:18]([CH2:19][C@H:20]3[CH2:25][CH2:24][C@H:23]([CH3:26])[CH2:22][CH2:21]3)[C:2]([N:34]3[CH2:35][CH2:36][O:37][CH2:38][C@H:33]3[C:27]3[CH:32]=[CH:31][CH:30]=[CH:29][CH:28]=3)=[N:3][C:4]=2[CH:9]=1 |f:2.3|. Procedure: To a solution of 2-bromo-6-chloro-4-(1-cyclobutylethoxy)-3-((trans-4-methylcyclohexyl)methyl)-3H-imidazo[4,5-c]pyridine (1.5 g, 3.40 mmol) in DMSO (15 mL), in a microwave tube was added (R)-3-phenylmorpholine (797 mg, 4.77 mmol) and cesium fluoride (3.6 g, 23.8 mmol). The reaction was heated at 125° C. in a microwave for 45 mins. The reaction was then diluted with water (50 mL) and extracted with ethyl acetate (2×30 mL). The combined organic extracts were washed with water (20 mL) and brine (20 ...